This data is from the Open Reaction Database (ORD), a public repository of structured organic reaction records. The task is: describe an organic reaction: reactants, conditions, products, and yield Starting materials: OC(C(=O)C=1C(=NN2C1C=CC=C2)C(C)C)C (2-hydroxy-1-(2-isopropylpyrazolo[1,5-a]pyridin-3-yl)propan-1-one), CI (methyl iodide). The reagents and catalysts are [Ag]=O (silver oxide). Solvent: C1CCOC1 (THF). The product is C(C)(C)C1=NN2C(C=CC=C2)=C1C(C(C)OC)=O (1-(2-isopropylpyrazolo[1,5-a]pyridin-3-yl)-2-methoxypropan-1-one). RXN SMILES: [OH:1][CH:2]([CH3:17])[C:3]([C:5]1[C:6]([CH:14]([CH3:16])[CH3:15])=[N:7][N:8]2[CH:13]=[CH:12][CH:11]=[CH:10][C:9]=12)=[O:4].[CH3:18]I>C1COCC1.[Ag]=O>[CH:14]([C:6]1[C:5]([C:3](=[O:4])[CH:2]([O:1][CH3:18])[CH3:17])=[C:9]2[CH:10]=[CH:11][CH:12]=[CH:13][N:8]2[N:7]=1)([CH3:16])[CH3:15]. Reported procedure: A solution of 2-hydroxy-1-(2-isopropylpyrazolo[1,5-a]pyridin-3-yl)propan-1-one (0.6 g, 1 equivalent), silver oxide (5 g, 8 equivalents), and methyl iodide (2.5 mL, 15 equivalents) in 2 mL of THF was stirred in a sealed tube at room temperature for 26 hours. The mixture was filtered to remove precipitated solids. The filtrate was worked up with ethyl acetate and saturated NaHCO3. The crude oil obtained was purified by silica gel flash column chromatography to give 1-(2-isopropylpyrazolo[1,5-a]pyr... Reactants: CCOC(=O)c1c(C)nc2cccc(OCC(C)N)c2c1N, COc1cc(C(=O)O)ccc1OCCCO. Yields the product CCOC(=O)c1c(C)nc2cccc(OCC(C)NC(=O)c3ccc(OCCCO)c(OC)c3)c2c1N. As a reaction SMILES: [NH2:1][c:2]1[c:3]([C:18](=[O:19])[O:20][CH2:21][CH3:22])[c:4]([CH3:17])[n:5][c:6]2[cH:7][cH:8][cH:9][c:10]([O:12][CH2:13][CH:14]([CH3:15])[NH2:16])[c:11]12.[OH:23][CH2:24][CH2:25][CH2:26][O:27][c:28]1[c:29]([O:37][CH3:38])[cH:30][c:31]([C:32](=[O:33])[OH:34])[cH:35][cH:36]1>>[NH2:1][c:2]1[c:3]([C:18](=[O:19])[O:20][CH2:21][CH3:22])[c:4]([CH3:17])[n:5][c:6]2[cH:7][cH:8][cH:9][c:10]([O:12][CH2:13][CH:14]([CH3:15])[NH:16][C:32]([c:31]3[cH:30][c:29]([O:37][CH3:38])[c:28]([O:27][CH2:26][CH2:25][CH2:24][OH:23])[cH:36][cH:35]3)=[O:33])[c:11]12.